From a dataset of the Open Reaction Database (ORD), a public repository of structured organic reaction records. describe an organic reaction: reactants, conditions, products, and yield Reactants: [BH4-], CC(C)(C)c1ccc(C=O)cc1, CO, Cl, [Na+], Cc1ccc(CCN)cc1. The product is Cc1ccc(CCNCc2ccc(C(C)(C)C)cc2)cc1. Reaction SMILES: [BH4-:23].[C:1]([CH3:2])([CH3:3])([CH3:4])[c:5]1[cH:6][cH:7][c:8]([CH:9]=[O:10])[cH:11][cH:12]1.[CH3:26][OH:27].[ClH:25].[Na+:24].[c:13]1([CH3:22])[cH:14][cH:15][c:16]([CH2:19][CH2:20][NH2:21])[cH:17][cH:18]1>>[C:1]([CH3:2])([CH3:3])([CH3:4])[c:5]1[cH:6][cH:7][c:8]([CH2:9][NH:21][CH2:20][CH2:19][c:16]2[cH:15][cH:14][c:13]([CH3:22])[cH:18][cH:17]2)[cH:11][cH:12]1. Starting materials: Cl (HCl), C(C)OC(=O)[C@H]1CN(CCC1)CC1=CC2=CC=C(C=C2C=C1)OC1CCC(CC1)C(C)(C)C ((R)-1-[6-(4-tert-Butyl-cyclohexyloxy)-naphthalen-2-ylmethyl]-piperidine-3-carboxylic acid ethyl ester), C(C)O (ethanol), [OH-].[Na+] (sodium hydroxide). Reaction conditions: time 18 hour. Product: C(C)(C)(C)[C@@H]1CC[C@H](CC1)OC=1C=C2C=CC(=CC2=CC1)CN1[C@H](CCCC1)C(=O)O ((R)-1-((6-(trans-4-tert-butylcyclohexyloxy)naphthalen-2-yl)methyl)piperidine-2-carboxylic acid). Isolated yield 457.7%. RXN SMILES: C(OC([C@@H:6]1[CH2:11][CH2:10][CH2:9][N:8]([CH2:12][C:13]2[CH:22]=[CH:21][C:20]3[C:15](=[CH:16][CH:17]=[C:18]([O:23][CH:24]4[CH2:29][CH2:28][CH:27]([C:30]([CH3:33])([CH3:32])[CH3:31])[CH2:26][CH2:25]4)[CH:19]=3)[CH:14]=2)[CH2:7]1)=O)C.[CH2:34]([OH:36])C.[OH-:37].[Na+].Cl>>[C:30]([C@H:27]1[CH2:28][CH2:29][C@H:24]([O:23][C:18]2[CH:19]=[C:20]3[C:15](=[CH:16][CH:17]=2)[CH:14]=[C:13]([CH2:12][N:8]2[CH2:9][CH2:10][CH2:11][CH2:6][C@@H:7]2[C:34]([OH:36])=[O:37])[CH:22]=[CH:21]3)[CH2:25][CH2:26]1)([CH3:33])([CH3:31])[CH3:32] |f:2.3|. Procedure: (R)-1-[6-(4-tert-Butyl-cyclohexyloxy)-naphthalen-2-ylmethyl]-piperidine-3-carboxylic acid ethyl ester (3633.4 mg, 0.08046 mmol) was dissolved in ethanol (5 mL, 80 mmol) then treated with 1 M aqueous sodium hydroxide (5 ml, 5 mmol). The mixture was stirred vigorously for 18 hours. pH was adjusted to 3-4 with 3 N HCl and reaction was then extracted three times with ethyl acetate. Organics were combined then dried over MgSO4, filtered and concentrated to dryness under reduced pressure. Ethyl ether ... The reactants are CCCCS(=O)(=O)Cl, ClCCl, COC(=O)c1ccc2nc(C)n(Cc3ccc(N)cc3Cl)c2n1, O, c1ccncc1. Product: CCCCS(=O)(=O)Nc1ccc(Cn2c(C)nc3ccc(C(=O)OC)nc32)c(Cl)c1. Reaction SMILES: [CH2:30]([CH2:31][CH2:32][CH3:33])[S:34](=[O:35])(=[O:36])[Cl:37].[Cl:39][CH2:40][Cl:41].[NH2:1][c:2]1[cH:3][c:4]([Cl:23])[c:5]([CH2:6][n:7]2[c:8]([CH3:20])[n:9][c:10]3[c:11]2[n:12][c:13]([C:16](=[O:17])[O:18][CH3:19])[cH:14][cH:15]3)[cH:21][cH:22]1.[OH2:38].[cH:24]1[cH:25][cH:26][n:27][cH:28][cH:29]1>>[NH:1]([c:2]1[cH:3][c:4]([Cl:23])[c:5]([CH2:6][n:7]2[c:8]([CH3:20])[n:9][c:10]3[c:11]2[n:12][c:13]([C:16](=[O:17])[O:18][CH3:19])[cH:14][cH:15]3)[cH:21][cH:22]1)[S:34]([CH2:30][CH2:31][CH2:32][CH3:33])(=[O:35])=[O:36]. The reactants are ClC=1N=CC2=C(N(CC(C(N2C)=O)(F)F)C2CCCC2)N1 (2-chloro-9-cyclopentyl-7,7-difluoro-5-methyl-5,7,8,9-tetrahydro-pyrimido[4,5-b][1,4]diazepin-6-one), NC1=C(C=C(C(=O)NC2CCN(CC2)C)C=C1)Cl (4-amino-3-chloro-N-(1-methyl-piperidin-4-yl)-benzamide). Run in C(C)O.O.Cl (ethanol water hydrochloric acid). Product: ClC=1C=C(C(=O)NC2CCN(CC2)C)C=CC1NC=1N=CC2=C(N(CC(C(N2C)=O)(F)F)C2CCCC2)N1 (3-chloro-4-(9-cyclopentyl-7,7-difluoro-5-methyl-6-oxo-6,7,8,9-tetrahydro-5H-pyrimido[4,5-b][1,4]diazepin-2-ylamino)-N-(1-methyl-piperidin-4-yl)-benzamide). Yield: 16.0%. Reaction SMILES: Cl[C:2]1[N:3]=[CH:4][C:5]2[N:11]([CH3:12])[C:10](=[O:13])[C:9]([F:15])([F:14])[CH2:8][N:7]([CH:16]3[CH2:20][CH2:19][CH2:18][CH2:17]3)[C:6]=2[N:21]=1.[NH2:22][C:23]1[CH:38]=[CH:37][C:26]([C:27]([NH:29][CH:30]2[CH2:35][CH2:34][N:33]([CH3:36])[CH2:32][CH2:31]2)=[O:28])=[CH:25][C:24]=1[Cl:39]>C(O)C.O.Cl>[Cl:39][C:24]1[CH:25]=[C:26]([CH:37]=[CH:38][C:23]=1[NH:22][C:2]1[N:3]=[CH:4][C:5]2[N:11]([CH3:12])[C:10](=[O:13])[C:9]([F:15])([F:14])[CH2:8][N:7]([CH:16]3[CH2:20][CH2:19][CH2:18][CH2:17]3)[C:6]=2[N:21]=1)[C:27]([NH:29][CH:30]1[CH2:31][CH2:32][N:33]([CH3:36])[CH2:34][CH2:35]1)=[O:28] |f:2.3.4|. Procedure details: A mixture of 0.1 g (0.32 mmole) of 2-chloro-9-cyclopentyl-7,7-difluoro-5-methyl-5,7,8,9-tetrahydro-pyrimido[4,5-b][1,4]diazepin-6-one (VII-20) and 0.1 g (0.38 mmole) of 4-amino-3-chloro-N-(1-methyl-piperidin-4-yl)-benzamide in 10 mL of ethanol-water-hydrochloric acid (20:80:1) was refluxed for 18 hours, and then heated in a pressure tube at 130 degrees for 3 hours. After removal of the solvents under reduced pressure, dichloromethane and saturated sodium carbonate were added. The mixture was ext... Reactants: CC(C)(C)NC(=O)c1cc(O)cc(C(=O)NC(C)(C)C)c1, C1CCOC1, CC(C)(C)[O-], O=[N+]([O-])c1ccc(F)c(F)c1F, [K+]. Reaction SMILES: [C:1]([CH3:2])([CH3:3])([CH3:4])[NH:5][C:6](=[O:7])[c:8]1[cH:9][c:10]([OH:21])[cH:11][c:12]([C:14]([NH:15][C:16]([CH3:17])([CH3:18])[CH3:19])=[O:20])[cH:13]1.[CH2:40]1[O:41][CH2:42][CH2:43][CH2:44]1.[CH3:22][C:23]([CH3:24])([O-:25])[CH3:26].[F:28][c:29]1[c:30]([N+:37](=[O:38])[O-:39])[cH:31][cH:32][c:33]([F:36])[c:34]1[F:35].[K+:27]>>[C:1]([CH3:2])([CH3:3])([CH3:4])[NH:5][C:6](=[O:7])[c:8]1[cH:9][c:10]([O:21][c:29]2[c:30]([N+:37](=[O:38])[O-:39])[cH:31][cH:32][c:33]([F:36])[c:34]2[F:35])[cH:11][c:12]([C:14]([NH:15][C:16]([CH3:17])([CH3:18])[CH3:19])=[O:20])[cH:13]1. The product is CC(C)(C)NC(=O)c1cc(Oc2c([N+](=O)[O-])ccc(F)c2F)cc(C(=O)NC(C)(C)C)c1. Reactants: Clc1nc2ccccc2nc1Cl, NS(=O)(=O)c1cccc(F)c1, [K+], [K+], O=C([O-])[O-], CN(C)C=O. Yields the product O=S(=O)(Nc1nc2ccccc2nc1Cl)c1cccc(F)c1. RXN SMILES: [Cl:12][c:13]1[n:14][c:15]2[cH:16][cH:17][cH:18][cH:19][c:20]2[n:21][c:22]1[Cl:23].[F:1][c:2]1[cH:3][c:4]([S:8](=[O:9])(=[O:10])[NH2:11])[cH:5][cH:6][cH:7]1.[K+:24].[K+:25].[O-:26][C:27]([O-:28])=[O:29].[O:30]=[CH:31][N:32]([CH3:33])[CH3:34]>>[F:1][c:2]1[cH:3][c:4]([S:8](=[O:9])(=[O:10])[NH:11][c:22]2[c:13]([Cl:12])[n:14][c:15]3[cH:16][cH:17][cH:18][cH:19][c:20]3[n:21]2)[cH:5][cH:6][cH:7]1.